This data is from the Open Reaction Database (ORD), a public repository of structured organic reaction records. The task is: describe an organic reaction: reactants, conditions, products, and yield Reactants: C[C@@H]1CC[C@H](CC1)NC(C=CC1=CC(=C(C=C1)OCCN1CCCC1)OC)=O (N-(trans-4-methylcyclohexyl)-4-[2-(1-pyrrolidinyl)ethoxy]-3-methoxycinnamamide). Reagents/catalysts: [C].[Pd] (palladium-carbon). The solvent is CO (methanol). Yields the product C[C@@H]1CC[C@H](CC1)NC(CCC1=CC(=C(C=C1)OCCN1CCCC1)OC)=O (N-(trans-4-methylcyclohexyl)-3-{4-[2-(1-pyrrolidinyl) ethoxy]-3-methoxyphenyl}propionamide). Isolated yield 87.5%. RXN SMILES: [CH3:1][C@H:2]1[CH2:7][CH2:6][C@H:5]([NH:8][C:9](=[O:28])[CH:10]=[CH:11][C:12]2[CH:17]=[CH:16][C:15]([O:18][CH2:19][CH2:20][N:21]3[CH2:25][CH2:24][CH2:23][CH2:22]3)=[C:14]([O:26][CH3:27])[CH:13]=2)[CH2:4][CH2:3]1>[C].[Pd].CO>[CH3:1][C@H:2]1[CH2:3][CH2:4][C@H:5]([NH:8][C:9](=[O:28])[CH2:10][CH2:11][C:12]2[CH:17]=[CH:16][C:15]([O:18][CH2:19][CH2:20][N:21]3[CH2:22][CH2:23][CH2:24][CH2:25]3)=[C:14]([O:26][CH3:27])[CH:13]=2)[CH2:6][CH2:7]1 |f:1.2|. Procedure: Using 1 g of N-(trans-4-methylcyclohexyl)-4-[2-(1-pyrrolidinyl)ethoxy]-3-methoxycinnamamide (Example 143), 0.05 g of 10% palladium-carbon, and 100 ml of methanol, a reaction similar to that conducted in Example 147 was carried out. The product obtained was recrystallized from methylene chloride/ether, yielding 0.88 g of N-(trans-4-methylcyclohexyl)-3-{4-[2-(1-pyrrolidinyl) ethoxy]-3-methoxyphenyl}propionamide (a compound of the present invention) as white crystal, which had the following physioc... Starting materials: CC(c1ccccc1)N1CC2(C(=O)OC(C)(C)C)C=CCC2C1=O, COc1ccc(P2(=S)SP(=S)(c3ccc(OC)cc3)S2)cc1, Cc1ccccc1. The product is CC(c1ccccc1)N1CC2(C(=O)OC(C)(C)C)C=CCC2C1=S. As a reaction SMILES: [C:1]([CH3:2])([CH3:3])([CH3:4])[O:5][C:6](=[O:7])[C:8]12[CH2:9][N:10]([CH:17]([CH3:18])[c:19]3[cH:20][cH:21][cH:22][cH:23][cH:24]3)[C:11](=[O:16])[CH:12]1[CH2:13][CH:14]=[CH:15]2.[CH3:25][O:26][c:27]1[cH:28][cH:29][c:30]([P:31]2(=[S:34])[S:32][P:33]([c:35]3[cH:36][cH:37][c:38]([O:39][CH3:40])[cH:41][cH:42]3)(=[S:43])[S:44]2)[cH:45][cH:46]1.[CH3:47][c:48]1[cH:49][cH:50][cH:51][cH:52][cH:53]1>>[C:1]([CH3:2])([CH3:3])([CH3:4])[O:5][C:6](=[O:7])[C:8]12[CH2:9][N:10]([CH:17]([CH3:18])[c:19]3[cH:20][cH:21][cH:22][cH:23][cH:24]3)[C:11](=[S:34])[CH:12]1[CH2:13][CH:14]=[CH:15]2. Reactants: OS(=O)(=O)O (H2SO4), CCO (EtOH), C1(=CC=CC=C1)[C@@H](C)N1C[C@H](CC1)CC#N ((3R)-1-[(R)-1-phenylethyl]-3-(cyanomethyl)pyrrolidine), CCO (EtOH), [OH-].[Na+] (NaOH). Product: C1(=CC=CC=C1)[C@@H](C)N1C[C@H](CC1)CC(=O)OCC (Ethyl (3R)-1-[(R)-1-phenylethyl)pyrrolidine-3-acetate). The yield is 73.0%. As a reaction SMILES: OS(O)(=O)=O.[C:6]1([C@H:12]([N:14]2[CH2:18][CH2:17][C@H:16]([CH2:19][C:20]#N)[CH2:15]2)[CH3:13])[CH:11]=[CH:10][CH:9]=[CH:8][CH:7]=1.[OH-:22].[Na+].[CH3:24][CH2:25][OH:26]>>[C:6]1([C@H:12]([N:14]2[CH2:18][CH2:17][C@H:16]([CH2:19][C:20]([O:26][CH2:25][CH3:24])=[O:22])[CH2:15]2)[CH3:13])[CH:11]=[CH:10][CH:9]=[CH:8][CH:7]=1 |f:2.3|. Reported procedure: To a mixture of EtOH (30 mL) and H2SO4 (15 mL) at 25° C. was added (3R)-1-[(R)-1-phenylethyl]-3-(cyanomethyl)pyrrolidine 3a (7.5 g, 35 mmol) in EtOH (5 mL). The solution was heated at reflux for 7 hours, cooled, and the volume reduced by approximately one-half under reduced pressure. The residue was made basic with NaOH and extracted with EtOAc. The organic layer was dried, concentrated, and the residue distilled (bulb to bulb) to provide 4a (6.7 g, 73%); bp 120°-130° C. 0.1-0.2 mm). RXN SMILES: [CH3:1][C:2]1[C:14]2[NH:13][C:12]3[CH:11]=[CH:10][C:9]4[CH:15]=[CH:16][CH:17]=[CH:18][C:8]=4[C:7]=3[C:6]=2[CH:5]=[CH:4][CH:3]=1.[CH3:19][CH2:20]CCCC>>[CH2:19]([N:13]1[C:12]2[CH:11]=[CH:10][C:9]3[CH:15]=[CH:16][CH:17]=[CH:18][C:8]=3[C:7]=2[C:6]2[CH:5]=[CH:4][CH:3]=[C:2]([CH3:1])[C:14]1=2)[CH3:20]. Procedure: Using the procedure outlined in Example 34A, 8-methyl-7H-benzo[c]carbazole (Cambridge Chemicals, Inc.) gave a 79.1% yield of 7-ethyl-8-methyl-7H-benzo[c]carbazole, mp 79°-83°, (hexane), (C,H,N). The yield is 79.1%. The reactants are CCCCCC (hexane), CC1=CC=CC=2C=3C4=C(C=CC3NC12)C=CC=C4 (8-methyl-7H-benzo[c]carbazole). Product: C(C)N1C=2C(=CC=CC2C=2C3=C(C=CC12)C=CC=C3)C (7-ethyl-8-methyl-7H-benzo[c]carbazole). Starting materials: C(C)OC(CN)OCC (aminoacetaldehyde diethyl acetal), N#CBr (CNBr). The solvent is CCOCC (ether), CCCCCC (hexane). Run at time 8 hour. Product: C(C)OC(CN=C=N)OCC (N-(2,2-Diethoxyethyl)carbodiimide), amine. As a reaction SMILES: [CH2:1]([O:3][CH:4]([O:7][CH2:8][CH3:9])[CH2:5][NH2:6])[CH3:2].[N:10]#[C:11]Br>CCOCC.CCCCCC>[CH2:1]([O:3][CH:4]([O:7][CH2:8][CH3:9])[CH2:5][N:6]=[C:11]=[NH:10])[CH3:2]. Procedure details: A solution of the aminoacetaldehyde diethyl acetal (13.16 g, 99 mmol) in ether (35 mL) was added to a suspension of CNBr (10.47 g, 99 mmol) in hexane (35 mL) at room temperature. The reaction mixture was stirred at room temperature overnight. The solid was removed by filtration and washed with ether. The combined filtrate was concentrated. Purification by column chromatography (silica gel, eluting with dichloromethane to 4% methanol in dichloromethane, gradient) afforded the title compound (7.0 ...